Dataset: the Open Reaction Database (ORD), a public repository of structured organic reaction records. Task: describe an organic reaction: reactants, conditions, products, and yield Starting materials: O1C(COC=2C=C(C=CC2)C=2NC=C(N2)C(F)(F)F)C1 (2-[3-(2,3-epoxypropoxy)phenyl]-4-trifluoromethylimidazole). The solvent is C(C)(C)N (isopropylamine). Yields the product C(C)(C)NCC(COC=1C=C(C=CC1)C=1NC=C(N1)C(F)(F)F)O (2-[3-(3-isopropylamino-2-hydroxypropoxy)phenyl]-4-trifluoromethylimidazole). Reaction SMILES: [O:1]1[CH2:20][CH:2]1[CH2:3][O:4][C:5]1[CH:6]=[C:7]([C:11]2[NH:12][CH:13]=[C:14]([C:16]([F:19])([F:18])[F:17])[N:15]=2)[CH:8]=[CH:9][CH:10]=1>C(N)(C)C>[CH:14]([NH:15][CH2:20][CH:2]([OH:1])[CH2:3][O:4][C:5]1[CH:6]=[C:7]([C:11]2[NH:12][CH:13]=[C:14]([C:16]([F:19])([F:18])[F:17])[N:15]=2)[CH:8]=[CH:9][CH:10]=1)([CH3:16])[CH3:13]. Reported procedure: A solution of 2-[3-(2,3-epoxypropoxy)phenyl]-4-trifluoromethylimidazole (0.9 g.) in isopropylamine (10 ml.) is heated 6 hours at reflux. The excess isopropylamine is removed by distillation at atmospheric pressure over steam. The residue is triturated with nitromethane (5 ml.) and the resulting solid removed by filtration. After recrystallization from nitromethane 0.65 g. of 2-[3-(3-isopropylamino-2-hydroxypropoxy)phenyl]-4-trifluoromethylimidazole is obtained, m.p. 162.5°-163.5° C. Reactants: N#Cc1cccc(C(=O)Cl)c1, C1CCOC1, C[Si](C)(C)[N-][Si](C)(C)C, Cc1ccccc1, [K+], N#Cc1ccc2[nH]c(-c3cccnc3)cc2c1. The product is N#Cc1cccc(C(=O)n2c(-c3cccnc3)cc3cc(C#N)ccc32)c1. RXN SMILES: [C:35](#[N:36])[c:37]1[cH:38][c:39]([C:40](=[O:41])[Cl:42])[cH:43][cH:44][cH:45]1.[CH2:46]1[O:47][CH2:48][CH2:49][CH2:50]1.[CH3:19][Si:20]([N-:21][Si:22]([CH3:23])([CH3:24])[CH3:25])([CH3:26])[CH3:27].[CH3:28][c:29]1[cH:30][cH:31][cH:32][cH:33][cH:34]1.[K+:18].[n:1]1[cH:2][c:3](-[c:7]2[nH:8][c:9]3[cH:10][cH:11][c:12]([C:16]#[N:17])[cH:13][c:14]3[cH:15]2)[cH:4][cH:5][cH:6]1>>[n:1]1[cH:2][c:3](-[c:7]2[n:8]([C:40]([c:39]3[cH:38][c:37]([C:35]#[N:36])[cH:45][cH:44][cH:43]3)=[O:41])[c:9]3[cH:10][cH:11][c:12]([C:16]#[N:17])[cH:13][c:14]3[cH:15]2)[cH:4][cH:5][cH:6]1. The reactants are CN1CCN(Cc2c(Br)cc(C(=O)Cl)cc2Br)CC1, Cc1ccc(N)cc1Nc1nccc(-c2cccnc2)n1, Cc1ccc(N)cc1Nc1nccc(-c2ccc(Cl)nc2)n1, Cl, Cl. Product: Cc1ccc(NC(=O)c2cc(Br)c(CN3CCN(C)CC3)c(Br)c2)cc1Nc1nccc(-c2cccnc2)n1. Reaction SMILES: [Br:46][c:47]1[cH:48][c:49]([C:50](=[O:51])[Cl:52])[cH:53][c:54]([Br:64])[c:55]1[CH2:56][N:57]1[CH2:58][CH2:59][N:60]([CH3:63])[CH2:61][CH2:62]1.[CH3:1][c:2]1[c:3]([NH:9][c:10]2[n:11][cH:12][cH:13][c:14](-[c:16]3[cH:17][n:18][cH:19][cH:20][cH:21]3)[n:15]2)[cH:4][c:5]([NH2:6])[cH:7][cH:8]1.[Cl:22][c:23]1[n:24][cH:25][c:26](-[c:27]2[cH:28][cH:29][n:30][c:31]([NH:32][c:33]3[cH:34][c:35]([NH2:40])[cH:36][cH:37][c:38]3[CH3:39])[n:41]2)[cH:42][cH:43]1.[ClH:44].[ClH:45]>>[CH3:1][c:2]1[c:3]([NH:9][c:10]2[n:11][cH:12][cH:13][c:14](-[c:16]3[cH:17][n:18][cH:19][cH:20][cH:21]3)[n:15]2)[cH:4][c:5]([NH:6][C:50]([c:49]2[cH:48][c:47]([Br:46])[c:55]([CH2:56][N:57]3[CH2:58][CH2:59][N:60]([CH3:63])[CH2:61][CH2:62]3)[c:54]([Br:64])[cH:53]2)=[O:51])[cH:7][cH:8]1. Yield: 92.5%. Procedure: To a solution of 3-amino-4-ethylamino-benzonitrile (1.0 g, 6.2 mmol) in THF (50 mL, anhyd) was added benzylisothiocyanate (0.92 g, 6.2 mmol). The reaction mixture was heated at 50° C. with stirring. After 6 h, the reaction mixture was cooled, concentrated under reduced pressure, and chromatographed (silica gel, 1:1 EtOAc/Hex) to yield 1-benzyl-3-(5-cyano-2-ethylaminophenyl)thiourea (1.78 g, 93%). 1H-NMR (CDCl3): δ 7.48 (1H, dd), 7.37 (1H, d), 7.31 (3H, m), 7.24 (1H, s), 7.18 (1H, br), 6.67 (1H, ... Starting materials: NC=1C=C(C#N)C=CC1NCC (3-amino-4-ethylamino-benzonitrile), C(C1=CC=CC=C1)N=C=S (benzylisothiocyanate). Reaction SMILES: [NH2:1][C:2]1[CH:3]=[C:4]([CH:7]=[CH:8][C:9]=1[NH:10][CH2:11][CH3:12])[C:5]#[N:6].[CH2:13]([N:20]=[C:21]=[S:22])[C:14]1[CH:19]=[CH:18][CH:17]=[CH:16][CH:15]=1>C1COCC1>[CH2:13]([NH:20][C:21]([NH:1][C:2]1[CH:3]=[C:4]([C:5]#[N:6])[CH:7]=[CH:8][C:9]=1[NH:10][CH2:11][CH3:12])=[S:22])[C:14]1[CH:19]=[CH:18][CH:17]=[CH:16][CH:15]=1. Run at temperature 50 celsius, time 6 hour. The product is C(C1=CC=CC=C1)NC(=S)NC1=C(C=CC(=C1)C#N)NCC (1-benzyl-3-(5-cyano-2-ethylaminophenyl)thiourea). The solvent is C1CCOC1 (THF). The reactants are CO, [H][H], CCOC(=O)C1CCc2cc([N+](=O)[O-])ccc2O1, c1ccsc1. Product: CCOC(=O)C1CCc2cc(N)ccc2O1. Reaction SMILES: [CH3:26][OH:27].[H:24][H:25].[N+:1]([O-:2])(=[O:3])[c:4]1[cH:5][cH:6][c:7]2[c:8]([cH:18]1)[CH2:9][CH2:10][CH:11]([C:13](=[O:14])[O:15][CH2:16][CH3:17])[O:12]2.[cH:19]1[cH:20][s:21][cH:22][cH:23]1>>[NH2:1][c:4]1[cH:5][cH:6][c:7]2[c:8]([cH:18]1)[CH2:9][CH2:10][CH:11]([C:13](=[O:14])[O:15][CH2:16][CH3:17])[O:12]2.